Dataset: the Open Reaction Database (ORD), a public repository of structured organic reaction records. Task: describe an organic reaction: reactants, conditions, products, and yield As a reaction SMILES: [CH3:34][C:35]([OH:36])([CH3:37])[CH3:38].[ClH:33].[K+:32].[OH-:31].[OH2:39].[OH:1][CH:2]([CH2:3][n:4]1[cH:5][cH:6][c:7]2[cH:8][c:9]([C:13]#[N:14])[cH:10][cH:11][c:12]12)[CH2:15][O:16][c:17]1[cH:18][cH:19][c:20]([CH2:23][CH2:24][CH2:25][CH2:26][CH2:27][CH2:28][CH2:29][CH3:30])[cH:21][cH:22]1>>[OH:1][CH:2]([CH2:3][n:4]1[cH:5][cH:6][c:7]2[cH:8][c:9]([C:13]([NH2:14])=[O:31])[cH:10][cH:11][c:12]12)[CH2:15][O:16][c:17]1[cH:18][cH:19][c:20]([CH2:23][CH2:24][CH2:25][CH2:26][CH2:27][CH2:28][CH2:29][CH3:30])[cH:21][cH:22]1. Product: CCCCCCCCc1ccc(OCC(O)Cn2ccc3cc(C(N)=O)ccc32)cc1. The reactants are CC(C)(C)O, Cl, [K+], [OH-], O, CCCCCCCCc1ccc(OCC(O)Cn2ccc3cc(C#N)ccc32)cc1. Reactants: Cl (HCl), CC(C)O (i-PrOH), O1CCC(CC1)/C=C/C1=NC2=C(N1)C=CC(=C2)C2=C(C=CC=C2)C(F)(F)F ((E)-2-[2-(tetrahydro-pyran-4-yl)-vinyl]-5-(2-trifluoromethyl-phenyl)-1H-benzimidazole). The solvent is CCO (EtOH). The product is Cl.O1CCC(CC1)/C=C/C1=NC2=C(N1)C=CC(=C2)C2=C(C=CC=C2)C(F)(F)F ((E)-2-[2-(tetrahydro-pyran-4-yl)-vinyl]-5-(2-trifluoromethyl-phenyl)-1H-benzimidazole hydrochloride). Reaction SMILES: [O:1]1[CH2:6][CH2:5][CH:4](/[CH:7]=[CH:8]/[C:9]2[NH:13][C:12]3[CH:14]=[CH:15][C:16]([C:18]4[CH:23]=[CH:22][CH:21]=[CH:20][C:19]=4[C:24]([F:27])([F:26])[F:25])=[CH:17][C:11]=3[N:10]=2)[CH2:3][CH2:2]1.[ClH:28].CC(O)C>CCO>[ClH:28].[O:1]1[CH2:6][CH2:5][CH:4](/[CH:7]=[CH:8]/[C:9]2[NH:13][C:12]3[CH:14]=[CH:15][C:16]([C:18]4[CH:23]=[CH:22][CH:21]=[CH:20][C:19]=4[C:24]([F:25])([F:26])[F:27])=[CH:17][C:11]=3[N:10]=2)[CH2:3][CH2:2]1 |f:4.5|. Procedure details: A mixture of (E)-2-[2-(tetrahydro-pyran-4-yl)-vinyl]-5-(2-trifluoromethyl-phenyl)-1H-benzimidazole (0.220 g, 0.591 mmol, prepared as in STEP D above) in EtOH (4 mL) was treated with 5M HCl in i-PrOH (130 μL, 0.650 mmol) at room temperature for 1 h and concentrated in vacuo. The residue was taken up in a minimum amount of EtOH (2 mL). Hexane was added with stirring until the mixture became cloudy. EtOH (1 mL) was added, and hexane was very slowly added until precipitate formed. The resulting mixt... Starting materials: C(=O)(O)CCNC(SC)=S (methyl 2-carboxyethyldithiocarbamate), [N-]=[N+]=[N-].[Na+] (sodium azide), [OH-].[Na+] (sodium hydroxide), O (water). The solvent is CCOCC (ether). Yields the product C(=O)(O)CCN1N=NN=C1S (1-(2-carboxyethyl)tetrazole-5-thiol). RXN SMILES: [C:1]([CH2:4][CH2:5][NH:6][C:7](=[S:10])SC)([OH:3])=[O:2].[OH-].[Na+].O.[N-:14]=[N+:15]=[N-:16].[Na+]>CCOCC>[C:1]([CH2:4][CH2:5][N:6]1[C:7]([SH:10])=[N:16][N:15]=[N:14]1)([OH:3])=[O:2] |f:1.2,4.5|. Reported procedure: To a mixture of 25.37 g. (0.143 mol.) of methyl 2-carboxyethyldithiocarbamate and 5.6 g. (0.143 mol.) of sodium hydroxide in 210 ml. of water was added 9.25 g. (0.143 mol.) of sodium azide. The reaction mixture was refluxed for one hour then cooled, diluted with 100 ml. of ether and acidified to pH 1.7. The layers were separated, the aqueous phase was extracted with ether and the combined extracts were dried (MgSO4) and evaporated to dryness to give a residue which was recrystallized from aceton... The reactants are ClC=1N=C(C2=C(N1)C=C(S2)CN(S(=O)(=O)C)C)N2CCOCC2 (N-(2-Chloro-4-morpholin-4-yl-thieno[3,2-d]pyrimidin-6-ylmethyl)-N-methyl-methanesulfonamide), N1C(=CC2=CC=CC=C12)B(O)O (indole boronic acid). Product: N1C=CC2=C(C=CC=C12)C=1N=C(C2=C(N1)C=C(S2)CN(S(=O)(=O)C)C)N2CCOCC2 (N-((2-(1H-indol-4-yl)-4-morpholinothieno[3,2-d]pyrimidin-6-yl)methyl)-N-(methyl)methylsulfonamide). Reaction SMILES: Cl[C:2]1[N:3]=[C:4]([N:18]2[CH2:23][CH2:22][O:21][CH2:20][CH2:19]2)[C:5]2[S:10][C:9]([CH2:11][N:12]([CH3:17])[S:13]([CH3:16])(=[O:15])=[O:14])=[CH:8][C:6]=2[N:7]=1.[NH:24]1[C:32]2[C:27](=[CH:28][CH:29]=[CH:30][CH:31]=2)[CH:26]=[C:25]1B(O)O>>[NH:24]1[C:32]2[C:27](=[C:28]([C:2]3[N:3]=[C:4]([N:18]4[CH2:23][CH2:22][O:21][CH2:20][CH2:19]4)[C:5]4[S:10][C:9]([CH2:11][N:12]([CH3:17])[S:13]([CH3:16])(=[O:15])=[O:14])=[CH:8][C:6]=4[N:7]=3)[CH:29]=[CH:30][CH:31]=2)[CH:26]=[CH:25]1. Procedure details: N-(2-Chloro-4-morpholin-4-yl-thieno[3,2-d]pyrimidin-6-ylmethyl)-N-methyl-methanesulfonamide was reacted with indole boronic acid in general procedure A. Purification on silica yielded 194. NMR: (400 MHz, DMSO) 2.83 (s, 3H), 3.02 (s, 3H), 3.85 (t, J=4.7, 4H), 3.99 (t, J=4.7, 4H), 4.64 (s, 2H), 7.19 (t, J=7.7, 1H), 7.43 (m, 2H), 7.51 (m, 2H), 8.12 (d, J=7.3, 1 H), 11.20 (s br, 1H) MS: (ESI+): [M+H]+ 458.01 The reactants are [BH4-], CCO, N#CC(C#N)=Cc1ccc(Cl)cc1Cl, [Na+], C1CCOC1. Product: N#CC(C#N)Cc1ccc(Cl)cc1Cl. As a reaction SMILES: [BH4-:20].[CH3:22][CH2:23][OH:24].[Cl:1][c:2]1[c:3]([CH:4]=[C:5]([C:6]#[N:7])[C:8]#[N:9])[cH:10][cH:11][c:12]([Cl:14])[cH:13]1.[Na+:21].[O:15]1[CH2:16][CH2:17][CH2:18][CH2:19]1>>[Cl:1][c:2]1[c:3]([CH2:4][CH:5]([C:6]#[N:7])[C:8]#[N:9])[cH:10][cH:11][c:12]([Cl:14])[cH:13]1. Reactants: CCOC(=O)C.O (EtOAc water), FC1=C(C=C(C=C1)C(C)OC)[N+](=O)[O-] (1-fluoro-4-(1-methoxyethyl)-2-nitrobenzene), [NH4+].[OH-] (NH4OH), [NH4+].[OH-] (NH4OH). Solvent: C1CCOC1 (THF). Run at time 2 hour. Yields the product COC(C)C1=CC(=C(N)C=C1)[N+](=O)[O-] (4-(1-methoxyethyl)-2-nitroaniline). Yield: 44.4%. RXN SMILES: F[C:2]1[CH:7]=[CH:6][C:5]([CH:8]([O:10][CH3:11])[CH3:9])=[CH:4][C:3]=1[N+:12]([O-:14])=[O:13].[NH4+:15].[OH-].CCOC(C)=O.O>C1COCC1>[CH3:11][O:10][CH:8]([C:5]1[CH:6]=[CH:7][C:2]([NH2:15])=[C:3]([N+:12]([O-:14])=[O:13])[CH:4]=1)[CH3:9] |f:1.2,3.4|. Reported procedure: 1-fluoro-4-(1-methoxyethyl)-2-nitrobenzene (664 g, 3.33 mmol) was stirred in THF (10 ml). NH4OH (0.39 ml, 10.0 mmol) was added and the reaction mixture was stirred at room temperature for 2 hours. Further 780 ul of NH4OH was added and the reaction mixture was heated at 120° C. for 10 minutes using microwave (Biotage Initiator) and then at 140° C. for 50 minutes. After cooling to room temperature, the reaction mixture was poured into EtOAc/water. The organic layer was washed with brine, dried ove...